Dataset: the Open Reaction Database (ORD), a public repository of structured organic reaction records. Task: describe an organic reaction: reactants, conditions, products, and yield Starting materials: C(C)N(CC)CC1=C(C=C(S1)C(=O)O)C (5-diethylaminomethyl-4-methyl-thiophene-2-carboxylic acid), NC1=C(C=C(C(=N)NO)C=C1C)Cl (4-amino-3-chloro-N-hydroxy-5-methyl-benzamidine). Reaction SMILES: [CH2:1]([N:3]([CH2:6][C:7]1[S:11][C:10]([C:12]([OH:14])=O)=[CH:9][C:8]=1[CH3:15])[CH2:4][CH3:5])[CH3:2].[NH2:16][C:17]1[C:26]([CH3:27])=[CH:25][C:20]([C:21]([NH:23]O)=[NH:22])=[CH:19][C:18]=1[Cl:28]>>[Cl:28][C:18]1[CH:19]=[C:20]([C:21]2[N:23]=[C:12]([C:10]3[S:11][C:7]([CH2:6][N:3]([CH2:1][CH3:2])[CH2:4][CH3:5])=[C:8]([CH3:15])[CH:9]=3)[O:14][N:22]=2)[CH:25]=[C:26]([CH3:27])[C:17]=1[NH2:16]. Yield: 11.6%. Procedure: The title compound (20 mg) is prepared starting from 5-diethylaminomethyl-4-methyl-thiophene-2-carboxylic acid (100 mg, 440 μmol) and 4-amino-3-chloro-N-hydroxy-5-methyl-benzamidine (97 mg, 484 μmol) according to Method A; LC-MS: tR=0.61 min; [M+1]+=391.08; 1H NMR (CDCl3): δ1.11 (t, J=7.0 Hz, 6H), 2.25 (s, 3H), 2.29 (s, 3H), 2.57-2.70 (m, 4H), 3.72 (s, 2H), 7.65 (s, 1H), 7.78 (s, 1H), 7.98 (d, J=1.5 Hz, 1H). Product: ClC1=C(C(=CC(=C1)C1=NOC(=N1)C=1SC(=C(C1)C)CN(CC)CC)C)N (2-Chloro-4-[5-(5-diethylaminomethyl-4-methyl-thiophen-2-yl)-[1,2,4]oxadiazol-3-yl]-6-methyl-phenylamine). Procedure: This compound was prepared in the manner described above for Example 13 by replacing 2-(indan-4-yloxy)-ethylchloride with 2-(napthalen-1-yloxy)-ethylchloride (0.6 g, 2.8 mmol), and 3-(5-fluoro-1H-indol-3-y-)-propylamine with 3-(1H-indol-3-yl)-propylamine (1.35 g, 7.2 mmol) in 85% yield (1.42 g) as a yellow solid: mp 119-120° C. As a reaction SMILES: [C:1]1([O:11][CH2:12][CH2:13]Cl)[C:10]2[C:5](=[CH:6][CH:7]=[CH:8][CH:9]=2)[CH:4]=[CH:3][CH:2]=1.[NH:15]1[C:23]2[C:18](=[CH:19][CH:20]=[CH:21][CH:22]=2)[C:17]([CH2:24][CH2:25][CH2:26][NH2:27])=[CH:16]1>>[NH:15]1[C:23]2[C:18](=[CH:19][CH:20]=[CH:21][CH:22]=2)[C:17]([CH2:24][CH2:25][CH2:26][NH:27][CH2:13][CH2:12][O:11][C:1]2[C:10]3[C:5](=[CH:6][CH:7]=[CH:8][CH:9]=3)[CH:4]=[CH:3][CH:2]=2)=[CH:16]1. Reactants: C1(=CC=CC2=CC=CC=C12)OCCCl (2-(napthalen-1-yloxy)-ethylchloride), 3-(5-fluoro-1H-indol-3-y-)-propylamine, N1C=C(C2=CC=CC=C12)CCCN (3-(1H-indol-3-yl)-propylamine). Yield: 85.0%. Yields the product N1C=C(C2=CC=CC=C12)CCCNCCOC1=CC=CC2=CC=CC=C12 ([3-(1H-indol-3-yl)-propyl]-[2-(naphthalen-1-yloxy)-ethyl]-amine). Reactants: O=C(c1ncc[nH]1)c1ncc[nH]1, NCC=Cc1ccccc1, Nc1cccnc1, C1CCOC1. The product is O=C(NCC=Cc1ccccc1)Nc1cccnc1. Reaction SMILES: [C:1](=[O:2])([c:3]1[nH:4][cH:5][cH:6][n:7]1)[c:8]1[nH:9][cH:10][cH:11][n:12]1.[CH2:20]([CH:21]=[CH:22][c:23]1[cH:24][cH:25][cH:26][cH:27][cH:28]1)[NH2:29].[NH2:13][c:14]1[cH:15][n:16][cH:17][cH:18][cH:19]1.[O:30]1[CH2:31][CH2:32][CH2:33][CH2:34]1>>[C:1](=[O:2])([NH:13][c:14]1[cH:15][n:16][cH:17][cH:18][cH:19]1)[NH:29][CH2:20][CH:21]=[CH:22][c:23]1[cH:24][cH:25][cH:26][cH:27][cH:28]1. The reactants are ClC1=C(OC2=C(C=C(C#N)C=C2)O)C=CC(=C1)Cl (4-(2,4-dichlorophenoxy)-3-hydroxybenzonitrile), ClCC(C)=O (chloroacetone), C([O-])([O-])=O.[K+].[K+] (potassium carbonate), [I-].[K+] (potassium iodide). Run in CC(=O)C (acetone). Product: ClC1=C(OC2=C(C=C(C#N)C=C2)OCC(C)=O)C=CC(=C1)Cl (4-(2,4-dichlorophenoxy)-3-(2-oxopropoxy)-benzonitrile). RXN SMILES: [Cl:1][C:2]1[CH:17]=[C:16]([Cl:18])[CH:15]=[CH:14][C:3]=1[O:4][C:5]1[CH:12]=[CH:11][C:8]([C:9]#[N:10])=[CH:7][C:6]=1[OH:13].Cl[CH2:20][C:21](=[O:23])[CH3:22].C(=O)([O-])[O-].[K+].[K+].[I-].[K+]>CC(C)=O>[Cl:1][C:2]1[CH:17]=[C:16]([Cl:18])[CH:15]=[CH:14][C:3]=1[O:4][C:5]1[CH:12]=[CH:11][C:8]([C:9]#[N:10])=[CH:7][C:6]=1[O:13][CH2:20][C:21](=[O:23])[CH3:22] |f:2.3.4,5.6|. Reported procedure: 21.56 g of 4-(2,4-dichlorophenoxy)-3-hydroxybenzonitrile, 14.2 g of chloroacetone, 12.8 g of potassium carbonate and 170 mg of potassium iodide are dissolved in 300 ml of acetone and boiled under reflux for 5 h. After cooling, the precipitate is filtered, concentrated by evaporation, redissolved in ethylacetate and washed with a 1N aqueous solution of sodium hydroxide, water, a 1N aqueous solution of hydrogen chloride and finally with brine. The organic phase is dried over magnesium sulfate and ... The reactants are C(C)ON=C(C=1C(=NN(C1O)C)C)C1=CC=C2CCCS(C2=C1C)(=O)=O (7-(1,3 dimethyl-5-hydroxypyrazole-4-carbonyl)-8-methyl-1,1-dioxo-thio-chroman O-ethyloxime), OC1=CC=NN1 (5-hydroxypyrazole). The product is CN1N=C(C(=C1O)C(=O)C1=CC=C2CCCS(C2=C1C)(=O)=O)C (7-(1,3-dimethyl-5-hydroxypyrazole-4-carbonyl)-8-methyl-1,1-dioxothiochroman). As a reaction SMILES: C(ON=[C:5]([C:14]1[C:23]([CH3:24])=[C:22]2[C:17]([CH2:18][CH2:19][CH2:20][S:21]2(=[O:26])=[O:25])=[CH:16][CH:15]=1)[C:6]1[C:7]([CH3:13])=[N:8][N:9]([CH3:12])[C:10]=1[OH:11])C.[OH:27]C1NN=CC=1>>[CH3:12][N:9]1[C:10]([OH:11])=[C:6]([C:5]([C:14]2[C:23]([CH3:24])=[C:22]3[C:17]([CH2:18][CH2:19][CH2:20][S:21]3(=[O:26])=[O:25])=[CH:16][CH:15]=2)=[O:27])[C:7]([CH3:13])=[N:8]1. Procedure: Yield: 0.35 g (89% of theory) of 7-(1,3 dimethyl-5-hydroxypyrazole-4-carbonyl)-8-methyl-1,1-dioxo-thio-chroman O-ethyloxime)-5-hydroxypyrazole; 1H NMR (CDCl3): δ [ppm]=9.90 (1H, bs), 8.12 (1H, d), 7.35 (1H, d), 4.32 (2H, q), 3.65 (3H, s), 3.44 (4H, m), 2.70 (3H, s), 1.73 (3H, s), 1.38 (3H, tr). The reactants are Fc1cccc(C(F)(F)F)c1-c1noc(C2CC2)c1CBr, O=C([O-])[O-], COC(=O)c1sc(-c2ccc(O)cc2C)nc1C, [K+], [K+], CN(C)C=O. The product is COC(=O)c1sc(-c2ccc(OCc3c(-c4c(F)cccc4C(F)(F)F)noc3C3CC3)cc2C)nc1C. Reaction SMILES: [Br:1][CH2:2][c:3]1[c:4](-[c:11]2[c:12]([F:21])[cH:13][cH:14][cH:15][c:16]2[C:17]([F:18])([F:19])[F:20])[n:5][o:6][c:7]1[CH:8]1[CH2:9][CH2:10]1.[C:40](=[O:41])([O-:42])[O-:43].[CH3:22][O:23][C:24](=[O:25])[c:26]1[c:27]([CH3:39])[n:28][c:29](-[c:31]2[c:32]([CH3:38])[cH:33][c:34]([OH:37])[cH:35][cH:36]2)[s:30]1.[K+:44].[K+:45].[O:46]=[CH:47][N:48]([CH3:49])[CH3:50]>>[CH2:2]([c:3]1[c:4](-[c:11]2[c:12]([F:21])[cH:13][cH:14][cH:15][c:16]2[C:17]([F:18])([F:19])[F:20])[n:5][o:6][c:7]1[CH:8]1[CH2:9][CH2:10]1)[O:37][c:34]1[cH:33][c:32]([CH3:38])[c:31](-[c:29]2[n:28][c:27]([CH3:39])[c:26]([C:24]([O:23][CH3:22])=[O:25])[s:30]2)[cH:36][cH:35]1. The reactants are C1CCOC1, CCN, CCOC(C)=O, COC(=O)Cc1cccc(S(=O)(=O)Cl)c1. Product: CCNS(=O)(=O)c1cccc(CC(=O)OC)c1. RXN SMILES: [CH2:19]1[O:20][CH2:21][CH2:22][CH2:23]1.[CH3:16][CH2:17][NH2:18].[CH3:24][CH2:25][O:26][C:27](=[O:28])[CH3:29].[Cl:1][S:2](=[O:3])(=[O:4])[c:5]1[cH:6][c:7]([CH2:11][C:12](=[O:13])[O:14][CH3:15])[cH:8][cH:9][cH:10]1>>[S:2](=[O:3])(=[O:4])([c:5]1[cH:6][c:7]([CH2:11][C:12](=[O:13])[O:14][CH3:15])[cH:8][cH:9][cH:10]1)[NH:18][CH2:17][CH3:16]. Reactants: C1(=CC=CC=C1)N=NC1=C(C=CC=C1)[Te](Cl)(Cl)Cl (2-Phenylazophenyltellurium trichloride), Cl (hydrochloric acid), [BH4-].[Na+] (sodium borohydride), C(CC)(=O)OC(CC)=O (propionic anhydride). The solvent is C(C)O (ethanol). Conditions: time 30 minute. Yields the product C(C)C=1[Te]C2=C(N1)C=CC=C2 (2-Ethylbenzotellurazole). Reaction SMILES: C1(N=[N:8][C:9]2[CH:14]=[CH:13][CH:12]=[CH:11][C:10]=2[Te:15](Cl)(Cl)Cl)C=CC=CC=1.[BH4-].[Na+].[C:21](OC(=O)CC)(=O)[CH2:22][CH3:23].Cl>C(O)C>[CH2:22]([C:23]1[Te:15][C:10]2[CH:11]=[CH:12][CH:13]=[CH:14][C:9]=2[N:8]=1)[CH3:21] |f:1.2|. Reported procedure: 2-Phenylazophenyltellurium trichloride (Preparation A) (10.4 g, 0.025 mole) was suspended in ethanol (100 ml) in a flask equipped with a nitrogen gas inlet, magnetic stirrer, reflux condenser, and powder addition funnel. While stirring, under a nitrogen atmosphere, at room temperature, sodium borohydride (3.8 g, 0.10 mole) was added in increments at a rate sufficient to maintain a vigorous exothermic reaction. Stirring of the reaction mixture at room temperature was continued for 30 minutes afte...